From a dataset of the Open Reaction Database (ORD), a public repository of structured organic reaction records. describe an organic reaction: reactants, conditions, products, and yield The reactants are BrCC1CC1, [H-], [Na+], CN(C)C=O, O=Cc1cn[nH]c1. Yields the product O=Cc1cnn(CC2CC2)c1. As a reaction SMILES: [Br:10][CH2:11][CH:12]1[CH2:13][CH2:14]1.[H-:8].[Na+:9].[O:15]=[CH:16][N:17]([CH3:18])[CH3:19].[nH:1]1[n:2][cH:3][c:4]([CH:6]=[O:7])[cH:5]1>>[n:1]1([CH2:11][CH:12]2[CH2:13][CH2:14]2)[n:2][cH:3][c:4]([CH:6]=[O:7])[cH:5]1. Reactants: ClC1=CC=C(C(C(=O)O)=C1)N(S(=O)(=O)C1=CC=C(C=C1)C)C (5-chloro-N-methyl-N-(p-toluenesulfonyl)anthranilic acid), S(=O)(Cl)Cl (thionyl chloride). The solvent is C(Cl)(Cl)Cl (chloroform). Yields the product ClC1=CC(=C(N(S(=O)(=O)C2=CC=C(C=C2)C)C)C=C1)CO (4′-Chloro-2′-hydroxymethyl-N-methyl-p-toluenesulfonanilide). Yield: 88.3%. Reaction SMILES: [Cl:1][C:2]1[CH:10]=[C:6]([C:7](O)=[O:8])[C:5]([N:11]([CH3:22])[S:12]([C:15]2[CH:20]=[CH:19][C:18]([CH3:21])=[CH:17][CH:16]=2)(=[O:14])=[O:13])=[CH:4][CH:3]=1.S(Cl)(Cl)=O>C(Cl)(Cl)Cl>[Cl:1][C:2]1[CH:3]=[CH:4][C:5]([N:11]([CH3:22])[S:12]([C:15]2[CH:16]=[CH:17][C:18]([CH3:21])=[CH:19][CH:20]=2)(=[O:13])=[O:14])=[C:6]([CH2:7][OH:8])[CH:10]=1. Procedure details: To a solution of 5-chloro-N-methyl-N-(p-toluenesulfonyl)anthranilic acid (5.20 g (15.3 mmol)) in chloroform (20.0 ml), thionyl chloride (2.00 g (27.4 mmol)) was added with stirring at room temperature. The resulting mixture was heated at 50° C. for 2 hours with stirring and then concentrated under reduced pressure. The residue was dissolved in acetonitrile (20.0 ml) and added dropwise to a solution of sodium borohydride (90%, 1.30 g (30.9 mmol) in water (20.0 ml) under cooling with ice. After on... Starting materials: BrCCCOc1ccccc1, CCC(C)=O, [Na+], [Na+], O=C([O-])[O-], COC(=O)c1ccc(O)cc1O. The product is COC(=O)c1ccc(OCCCOc2ccccc2)cc1O. RXN SMILES: [Br:19][CH2:20][CH2:21][CH2:22][O:23][c:24]1[cH:25][cH:26][cH:27][cH:28][cH:29]1.[CH3:30][C:31](=[O:32])[CH2:33][CH3:34].[Na+:13].[Na+:14].[O-:15][C:16](=[O:17])[O-:18].[OH:1][c:2]1[c:3]([C:4](=[O:5])[O:6][CH3:7])[cH:8][cH:9][c:10]([OH:12])[cH:11]1>>[OH:1][c:2]1[c:3]([C:4](=[O:5])[O:6][CH3:7])[cH:8][cH:9][c:10]([O:12][CH2:20][CH2:21][CH2:22][O:23][c:24]2[cH:25][cH:26][cH:27][cH:28][cH:29]2)[cH:11]1. Reactants: BrCC(C(=O)OCC)=O (ethyl bromopyruvate), C1C(C)O1 (propylene oxide), NC1=NC2=CC=CC=C2C(=C1)Br (2-amino-4-bromoquinoline). The solvent is C(OC)COC (dimethoxyethane). Conditions: time 1 hour. The product is BrC1=CC=2N(C3=CC=CC=C13)C=C(N2)C(=O)OCC (ethyl 5-bromoimidazo-[1,2-a]-quinoline-2-carboxylate). Reaction SMILES: [NH2:1][C:2]1[CH:11]=[C:10]([Br:12])[C:9]2[C:4](=[CH:5][CH:6]=[CH:7][CH:8]=2)[N:3]=1.Br[CH2:14][C:15](=O)[C:16]([O:18][CH2:19][CH3:20])=[O:17].C1OC1C>C(COC)OC>[Br:12][C:10]1[C:9]2[C:4](=[CH:5][CH:6]=[CH:7][CH:8]=2)[N:3]2[CH:14]=[C:15]([C:16]([O:18][CH2:19][CH3:20])=[O:17])[N:1]=[C:2]2[CH:11]=1. Procedure details: 1 g of 2-amino-4-bromoquinoline was dissolved in 20 ml of dimethoxyethane and a mixture of 1.5 g of ethyl bromopyruvate and 0.5 g of propylene oxide was added thereto. The solution was allowed to stand at room temperature for 1 hour and the quaternary salt thus precipitated was filtered off, was washed with ether and then was dissolved in 20 ml of ethanol. The solution was refluxed for 1 hour, cooled and then was evaporated to dryness under vacuum. The residue was partitioned between 50 ml of ch... The reactants are C(C)(=O)O (acetic acid), COC1=CC=C2CCC(CC2=C1)=O (7-methoxy-3,4-dihydro-1H-naphthalen-2-one), [H-].[Na+] (sodium hydride), C(OC)(OC)=O (dimethyl carbonate). Solvent: O (water), C1(=CC=CC=C1)C (toluene), C1(=CC=CC=C1)C (toluene), CCCCCCC (heptane), C(Cl)Cl (methylene chloride). Run at temperature 0 celsius. The product is COC=1C=C2CCC(=C(C2=CC1)C(=O)OC)O (Methyl 6-methoxy-2-hydroxy-3,4-dihydro-1-naphthoate). As a reaction SMILES: [H-].[Na+].[C:3](=[O:8])([O:6][CH3:7])OC.[CH3:9][O:10][C:11]1[CH:20]=[C:19]2[C:14]([CH2:15][CH2:16][C:17](=O)[CH2:18]2)=[CH:13][CH:12]=1.C(O)(=[O:24])C>C1(C)C=CC=CC=1.CCCCCCC.C(Cl)Cl.O>[CH3:9][O:10][C:11]1[CH:20]=[C:19]2[C:14](=[CH:13][CH:12]=1)[C:15]([C:3]([O:6][CH3:7])=[O:8])=[C:16]([OH:24])[CH2:17][CH2:18]2 |f:0.1|. Procedure details: 3.4 g (85.12 mmol) of 60% sodium hydride in oil, 180 ml of toluene and 4.78 ml (56.75 mmol) of dimethyl carbonate are introduced into a 1 l reactor. The reaction mixture is stirred at reflux for 1 h. A solution of 5 g (28.37 mmol) of 7-methoxy-3,4-dihydro-1H-naphthalen-2-one in 100 ml of toluene is subsequently added. The reaction mixture is heated at reflux for 24 h. The reaction mixture is subsequently cooled to 0° C. and then acidified by addition of 30 ml of acetic acid. 30 ml of water are a... The reactants are O=C([O-])O, Nc1nc(Cl)cc(Cl)n1, Cl, Nc1ccc(Oc2ccc3[nH]ncc3c2)c(F)c1, [Na+], O. The product is Nc1nc(Cl)cc(Nc2ccc(Oc3ccc4[nH]ncc4c3)c(F)c2)n1. Reaction SMILES: [C:29](=[O:30])([OH:31])[O-:32].[Cl:19][c:20]1[n:21][c:22]([NH2:27])[n:23][c:24]([Cl:26])[cH:25]1.[ClH:28].[NH2:1][c:2]1[cH:3][c:4]([F:18])[c:5]([O:6][c:7]2[cH:8][c:9]3[cH:10][n:11][nH:12][c:13]3[cH:14][cH:15]2)[cH:16][cH:17]1.[Na+:33].[OH2:34]>>[NH:1]([c:2]1[cH:3][c:4]([F:18])[c:5]([O:6][c:7]2[cH:8][c:9]3[cH:10][n:11][nH:12][c:13]3[cH:14][cH:15]2)[cH:16][cH:17]1)[c:24]1[n:23][c:22]([NH2:27])[n:21][c:20]([Cl:19])[cH:25]1. Reactants: C(C=CC1=CC=CC=C1)(=O)OC (methyl cinnamate), N (ammonia). The solvent is CO (MeOH). Run at temperature 90 celsius, time 72 hour. Product: C(C=CC1=CC=CC=C1)(=O)N (cinnamamide). Reaction SMILES: [C:1]([O:11]C)(=O)[CH:2]=[CH:3][C:4]1[CH:9]=[CH:8][CH:7]=[CH:6][CH:5]=1.[NH3:13]>CO>[C:1]([NH2:13])(=[O:11])[CH:2]=[CH:3][C:4]1[CH:9]=[CH:8][CH:7]=[CH:6][CH:5]=1. Procedure details: A solution of methyl cinnamate (28 mmol) and 7M ammonia in MeOH (30 ml) was sealed in a 100 ml thick-wall round bottom flashed, and heated at 90° C. with stirring for 72 h, resulting in a brown solution. After the solvent was removed by a rotary evaporator, the crude products were purified by flash silica gel chromatography (eluting with 2-10% MeOH in DCM) to afford cinnamamide.